This data is from the Open Reaction Database (ORD), a public repository of structured organic reaction records. The task is: describe an organic reaction: reactants, conditions, products, and yield The reactants are C1(=CC=CC=C1)S(=O)(=O)N1CC(NCC1)=O (4-(Phenylsulfonyl)-2-piperazinone), tetramethyloxonium tetrafluoroborate. Solvent: ClCCl (dichloromethane). Product: COC1=NCCN(C1)S(=O)(=O)C1=CC=CC=C1 (5-methoxy-1-(phenylsulfonyl)-1,2,3,6-tetrahydropyrazine). Reaction SMILES: [C:1]1([S:7]([N:10]2[CH2:15][CH2:14][NH:13][C:12](=[O:16])[CH2:11]2)(=[O:9])=[O:8])[CH:6]=[CH:5][CH:4]=[CH:3][CH:2]=1.F[B-](F)(F)F.[CH3:22][OH+](C)(C)C>ClCCl>[CH3:22][O:16][C:12]1[CH2:11][N:10]([S:7]([C:1]2[CH:2]=[CH:3][CH:4]=[CH:5][CH:6]=2)(=[O:9])=[O:8])[CH2:15][CH2:14][N:13]=1 |f:1.2|. Procedure details: 4-(Phenylsulfonyl)-2-piperazinone was dissolved in dichloromethane, tetramethyloxonium tetrafluoroborate was added thereto, and the whole was stirred to obtain 5-methoxy-1-(phenylsulfonyl)-1,2,3,6-tetrahydropyrazine. Reactants: CC1(C)OB(c2ccc(CCCO)c(C(F)(F)F)c2)OC1(C)C, CCOC(C)=O, C1CCC(P(C2CCCCC2)C2CCCCC2)CC1, Cn1cnc2c(C#N)nc(Cl)cc21, [K+], [K+], [K+], O=C(C=Cc1ccccc1)C=Cc1ccccc1, C1COCCO1, O=C(C=Cc1ccccc1)C=Cc1ccccc1, O=C(C=Cc1ccccc1)C=Cc1ccccc1, O, O=P([O-])([O-])[O-], [Pd], [Pd]. The product is Cn1cnc2c(C#N)nc(-c3ccc(CCCO)c(C(F)(F)F)c3)cc21. As a reaction SMILES: [CH3:14][C:15]1([CH3:16])[C:17]([CH3:18])([CH3:19])[O:20][B:21]([c:22]2[cH:23][c:24]([C:32]([F:33])([F:34])[F:35])[c:25]([CH2:28][CH2:29][CH2:30][OH:31])[cH:26][cH:27]2)[O:36]1.[CH3:71][CH2:72][O:73][C:74]([CH3:75])=[O:76].[CH:37]1([P:38]([CH:39]2[CH2:40][CH2:41][CH2:42][CH2:43][CH2:44]2)[CH:45]2[CH2:46][CH2:47][CH2:48][CH2:49][CH2:50]2)[CH2:51][CH2:52][CH2:53][CH2:54][CH2:55]1.[Cl:1][c:2]1[cH:3][c:4]2[c:5]([c:6]([C:8]#[N:9])[n:7]1)[n:10][cH:11][n:12]2[CH3:13].[K+:61].[K+:62].[K+:63].[O:115]=[C:116]([CH:117]=[CH:118][c:119]1[cH:120][cH:121][cH:122][cH:123][cH:124]1)[CH:125]=[CH:126][c:127]1[cH:128][cH:129][cH:130][cH:131][cH:132]1.[O:64]1[CH2:65][CH2:66][O:67][CH2:68][CH2:69]1.[O:79]=[C:80]([CH:81]=[CH:82][c:83]1[cH:84][cH:85][cH:86][cH:87][cH:88]1)[CH:89]=[CH:90][c:91]1[cH:92][cH:93][cH:94][cH:95][cH:96]1.[O:97]=[C:98]([CH:99]=[CH:100][c:101]1[cH:102][cH:103][cH:104][cH:105][cH:106]1)[CH:107]=[CH:108][c:109]1[cH:110][cH:111][cH:112][cH:113][cH:114]1.[OH2:70].[P:56]([O-:57])([O-:58])([O-:59])=[O:60].[Pd:77].[Pd:78]>>[c:2]1(-[c:22]2[cH:23][c:24]([C:32]([F:33])([F:34])[F:35])[c:25]([CH2:28][CH2:29][CH2:30][OH:31])[cH:26][cH:27]2)[cH:3][c:4]2[c:5]([c:6]([C:8]#[N:9])[n:7]1)[n:10][cH:11][n:12]2[CH3:13]. Reactants: C=C(C#N)CCCCCCCCC, C=CC(CCCCCCCCC)=NO, Cc1ccccc1C. Yields the product C=C(CCCCCCCCC)C(N)=O. As a reaction SMILES: [CH2:15]([CH2:16][CH2:17][CH2:18][CH2:19][CH2:20][CH2:21][CH2:22][CH3:23])[C:24]([C:25]#[N:26])=[CH2:27].[CH2:1]([C:2](=[N:3][OH:14])[CH:4]=[CH2:5])[CH2:6][CH2:7][CH2:8][CH2:9][CH2:10][CH2:11][CH2:12][CH3:13].[CH3:28][c:29]1[c:30]([CH3:31])[cH:32][cH:33][cH:34][cH:35]1>>[O:14]=[C:25]([C:24]([CH2:15][CH2:16][CH2:17][CH2:18][CH2:19][CH2:20][CH2:21][CH2:22][CH3:23])=[CH2:27])[NH2:26]. Reactants: COC(=O)CCc1nc(Cc2ccccc2)no1, CO, [Na+], [OH-]. Yields the product O=C(O)CCc1nc(Cc2ccccc2)no1. Reaction SMILES: [CH2:1]([c:2]1[cH:3][cH:4][cH:5][cH:6][cH:7]1)[c:8]1[n:9][o:10][c:11]([CH2:13][CH2:14][C:15](=[O:16])[O:17][CH3:18])[n:12]1.[CH3:21][OH:22].[Na+:20].[OH-:19]>>[CH2:1]([c:2]1[cH:3][cH:4][cH:5][cH:6][cH:7]1)[c:8]1[n:9][o:10][c:11]([CH2:13][CH2:14][C:15](=[O:16])[OH:17])[n:12]1. Product: N1C=CC2=C(C=CC=C12)N1CCN(CC1)CCS (2-[4-(1H-Indol-4-yl)-piperazin-1-yl]-ethanethiol). Yield: 43.4%. Procedure: 1-(1H-Indol-4-yl)piperazine (3.9 g) and thiirane (1.75 g) was dissolved in DMF (200 mL) and refluxed for 1 h. The mixture was evaporated and re-dissolved in TBF, dried with MgSO4, filtered and evaporated to give the an oil which was subjected to purification by column chromatography (silica gel; ethyl acetate and heptane) giving the title compound as an oil (2,2 g). MS m/z (%): 261 (MH+, 100%), 202 (100%), 159 (23%). As a reaction SMILES: [NH:1]1[C:9]2[C:4](=[C:5]([N:10]3[CH2:15][CH2:14][NH:13][CH2:12][CH2:11]3)[CH:6]=[CH:7][CH:8]=2)[CH:3]=[CH:2]1.[S:16]1[CH2:18][CH2:17]1>CN(C=O)C>[NH:1]1[C:9]2[C:4](=[C:5]([N:10]3[CH2:15][CH2:14][N:13]([CH2:18][CH2:17][SH:16])[CH2:12][CH2:11]3)[CH:6]=[CH:7][CH:8]=2)[CH:3]=[CH:2]1. The solvent is CN(C)C=O (DMF). The reactants are N1C=CC2=C(C=CC=C12)N1CCNCC1 (1-(1H-Indol-4-yl)piperazine), S1CC1 (thiirane). Starting materials: NC1=CC=C2CCC(NC2=C1)=O (7-amino-3,4-dihydro-2(1H)quinolone), C(=S)(Cl)Cl (thiophosgene). Run in O (water). Run at time 45 minute. The product is N(=C=S)C1=CC=C2CCC(NC2=C1)=O (7-Isothiocyanato-3,4-dihydro-2(1H)quinolone). RXN SMILES: [NH2:1][C:2]1[CH:11]=[C:10]2[C:5]([CH2:6][CH2:7][C:8](=[O:12])[NH:9]2)=[CH:4][CH:3]=1.[C:13](Cl)(Cl)=[S:14]>O>[N:1]([C:2]1[CH:11]=[C:10]2[C:5]([CH2:6][CH2:7][C:8](=[O:12])[NH:9]2)=[CH:4][CH:3]=1)=[C:13]=[S:14]. Procedure: To a suspension containing 5,4 g of 7-amino-3,4-dihydro-2(1H)quinolone in 70 ml of water was added while stirring and cooling (0° C.) 4.0 ml of thiophosgene. Stirring was continued for 45 min at room temperature and product filtered and washed with water. Yield 5.8 g (87%). The reactants are Cl.Cl.N[C@H]([C@@H](C(=O)NC1CC1)O)CC ((2S,3S)-3-amino-N-cyclopropyl-2-hydroxypentanamide dihydrochloride), [N+](#[C-])CCCC (1-isocyanobutane). The product is Cl.Cl.N[C@H]([C@@H](C(=O)NCCCC)O)CC ((2S,3S)-3-Amino-N-butyl-2-hydroxypentanamide dihydrochloride). As a reaction SMILES: [ClH:1].Cl.[NH2:3][C@@H:4]([CH2:13][CH3:14])[C@H:5]([OH:12])[C:6]([NH:8][CH:9]1[CH2:11][CH2:10]1)=[O:7].[N+](CCCC)#[C-:16]>>[ClH:1].[ClH:1].[NH2:3][C@@H:4]([CH2:13][CH3:14])[C@H:5]([OH:12])[C:6]([NH:8][CH2:9][CH2:11][CH2:10][CH3:16])=[O:7] |f:0.1.2,4.5.6|. Procedure: The title compound was prepared in analogy to (2S,3S)-3-amino-N-cyclopropyl-2-hydroxypentanamide dihydrochloride, Representative Procedure A, using 1-isocyanobutane in the third step (A3).